This data is from the Open Reaction Database (ORD), a public repository of structured organic reaction records. The task is: describe an organic reaction: reactants, conditions, products, and yield The reactants are C1(=CC=CC=C1)NC1=CC=CC=C1 (diphenylamine), BrC=1C(=C(C(=C(C1C)C)Br)C)C (dibromodurene), CC(C)([O-])C.[Na+] (sodium tert-butoxide), amine, C1(=CC=CC=C1)NC1=CC=CC=C1 (diphenylamine). Reagents/catalysts: C=1C=CC(=CC1)/C=C/C(=O)/C=C/C2=CC=CC=C2.C=1C=CC(=CC1)/C=C/C(=O)/C=C/C2=CC=CC=C2.C=1C=CC(=CC1)/C=C/C(=O)/C=C/C2=CC=CC=C2.[Pd].[Pd].P(C(C)(C)C)(C(C)(C)C)C(C)(C)C (Pd2(dba)3 (t-Bu)3P). Yields the product BrC1=C(C(=C(C(=C1C)C)N(C1=CC=CC=C1)C1=CC=CC=C1)C)C (4-bromo-2,3,5,6-tetramethylphenyldiphenylamine). Procedure details: An apparatus for working under inert conditions and exclusion of moisture is initially charged with 0.1 mol of diphenylamine, 0.4 mol of dibromodurene and 0.12 mol of sodium tert-butoxide. The catalyst used for C—N coupling is Pd2(dba)3/(t-Bu)3P=⅙ in a concentration of 1 mol % based on the amine. The reaction solution is heated at reflux until diphenylamine can no longer be detected by TLC comparison. For workup, the reaction solution is washed to neutrality and the organic phase is extracted. A... As a reaction SMILES: [C:1]1([NH:7][C:8]2[CH:13]=[CH:12][CH:11]=[CH:10][CH:9]=2)[CH:6]=[CH:5][CH:4]=[CH:3][CH:2]=1.Br[C:15]1[C:16]([CH3:25])=[C:17]([CH3:24])[C:18]([Br:23])=[C:19]([CH3:22])[C:20]=1[CH3:21].CC(C)([O-])C.[Na+]>C1C=CC(/C=C/C(/C=C/C2C=CC=CC=2)=O)=CC=1.C1C=CC(/C=C/C(/C=C/C2C=CC=CC=2)=O)=CC=1.C1C=CC(/C=C/C(/C=C/C2C=CC=CC=2)=O)=CC=1.[Pd].[Pd].P(C(C)(C)C)(C(C)(C)C)C(C)(C)C>[Br:23][C:18]1[C:17]([CH3:24])=[C:16]([CH3:25])[C:15]([N:7]([C:8]2[CH:9]=[CH:10][CH:11]=[CH:12][CH:13]=2)[C:1]2[CH:6]=[CH:5][CH:4]=[CH:3][CH:2]=2)=[C:20]([CH3:21])[C:19]=1[CH3:22] |f:2.3,4.5.6.7.8.9|. Starting materials: C(C1=CC=CC=C1)(=O)C1(CC(CCC1)NC(=O)C=1C=C2C(=NN(C2=CC1)C(C1=CC=CC=C1)(C1=CC=CC=C1)C1=CC=CC=C1)C1=CC(=NC=C1)C)O (N-(3-Benzoyl-3-hydroxycyclohexyl)-3-(2-methylpyridin-4-yl)-1-trityl-1H-indazole-5-carboxamide), [SiH](CC)(CC)CC (Et3SiH). Conditions: time 5 minute. The product is OC1(CC(CCC1)NC(=O)C=1C=C2C(=NNC2=CC1)C1=CC(=NC=C1)C)C(C1=CC=CC=C1)O (N-(3-hydroxy-3-(hydroxy(phenyl)methyl)cyclohexyl)-3-(2-methylpyridin-4-yl)-1H-indazole-5-carboxamide). Reaction SMILES: [C:1]([C:9]1([OH:53])[CH2:14][CH2:13][CH2:12][CH:11]([NH:15][C:16]([C:18]2[CH:19]=[C:20]3[C:24](=[CH:25][CH:26]=2)[N:23](C(C2C=CC=CC=2)(C2C=CC=CC=2)C2C=CC=CC=2)[N:22]=[C:21]3[C:46]2[CH:51]=[CH:50][N:49]=[C:48]([CH3:52])[CH:47]=2)=[O:17])[CH2:10]1)(=[O:8])[C:2]1[CH:7]=[CH:6][CH:5]=[CH:4][CH:3]=1.[SiH](CC)(CC)CC>>[OH:53][C:9]1([CH:1]([OH:8])[C:2]2[CH:3]=[CH:4][CH:5]=[CH:6][CH:7]=2)[CH2:14][CH2:13][CH2:12][CH:11]([NH:15][C:16]([C:18]2[CH:19]=[C:20]3[C:24](=[CH:25][CH:26]=2)[NH:23][N:22]=[C:21]3[C:46]2[CH:51]=[CH:50][N:49]=[C:48]([CH3:52])[CH:47]=2)=[O:17])[CH2:10]1. Procedure: N-(3-Benzoyl-3-hydroxycyclohexyl)-3-(2-methylpyridin-4-yl)-1-trityl-1H-indazole-5-carboxamide was stirred in neat TPA at room temperature for 10 minutes, and then Et3SiH (5 equiv.) was added. The reaction mixture was stirred at room temperature for 5 minutes, and then concentrated. The product was obtained after purification by reverse phase HPLC. Reactants: BrB(Br)Br, COc1cc(C=C(C#N)C(=O)Nc2ccccc2)cc(Cl)c1O, ClCCl, O. Product: N#CC(=Cc1cc(O)c(O)c(Cl)c1)C(=O)Nc1ccccc1. As a reaction SMILES: [B:24]([Br:25])([Br:26])[Br:27].[C:1](#[N:2])[C:3]([C:4](=[O:5])[NH:6][c:7]1[cH:8][cH:9][cH:10][cH:11][cH:12]1)=[CH:13][c:14]1[cH:15][c:16]([Cl:23])[c:17]([OH:22])[c:18]([O:20][CH3:21])[cH:19]1.[CH2:29]([Cl:30])[Cl:31].[OH2:28]>>[C:1](#[N:2])[C:3]([C:4](=[O:5])[NH:6][c:7]1[cH:8][cH:9][cH:10][cH:11][cH:12]1)=[CH:13][c:14]1[cH:15][c:16]([Cl:23])[c:17]([OH:22])[c:18]([OH:20])[cH:19]1. Reactants: C(C)(=O)OC1=CC=C2C(=C(C(OC2=C1C)=O)CN1C(C=2C(C1=O)=CC=CC2)=O)C (7-acetoxy-4,8-dimethyl-3-phthalimidomethylcoumarin), OS(=O)(=O)O (H2SO4). Solvent: CO (methanol). The product is OC1=CC=C2C(=C(C(OC2=C1C)=O)CN1C(C=2C(C1=O)=CC=CC2)=O)C (7-hydroxy-4,8-dimethyl-3-phthalimidomethylcoumarin). Reaction SMILES: C([O:4][C:5]1[C:14]([CH3:15])=[C:13]2[C:8]([C:9]([CH3:29])=[C:10]([CH2:17][N:18]3[C:22](=[O:23])[C:21]4=[CH:24][CH:25]=[CH:26][CH:27]=[C:20]4[C:19]3=[O:28])[C:11](=[O:16])[O:12]2)=[CH:7][CH:6]=1)(=O)C.OS(O)(=O)=O>CO>[OH:4][C:5]1[C:14]([CH3:15])=[C:13]2[C:8]([C:9]([CH3:29])=[C:10]([CH2:17][N:18]3[C:19](=[O:28])[C:20]4=[CH:27][CH:26]=[CH:25][CH:24]=[C:21]4[C:22]3=[O:23])[C:11](=[O:16])[O:12]2)=[CH:7][CH:6]=1. Procedure: A solution of 7-acetoxy-4,8-dimethyl-3-phthalimidomethylcoumarin (15.9 g, 40.6 mol) was stirred in methanol (2000 mL) while concentrated H2SO4 (75 mL) was added dropwise. The resulting mixture was refluxed for 3 hours, allowed to cool to room temperature, then chilled in an ice water bath. The precipitate was collected in a Buchner funnel and rinsed with ice cold methanol to give 7-hydroxy-4,8-dimethyl-3-phthalimidomethylcoumarin, a white solid (12.1 g, 85.6%). 1H NMR (CD3OD): δ 7.87-7.78 (m, 4H... The reactants are BrC1=CN=C(S1)C=1C=CC2=C(C[C@H]3CC[C@@H](C2)[C@@]32NS(N(C2)CC(F)(F)F)(=O)=O)C1 ([6S,9R,11R]2′,3′,4′,5,5′,6,7,8,9,10-Decahydro-2-(5-bromothiazol-2-yl)-5′-(2,2,2-trifluoroethyl)-spiro[6,9-methanobenzocyclooctene-11,3′-[1,2,5]thiadiazole]1′,1′-dioxide), CC1(OB(OC1(C)C)C=1C=CC2=C(C[C@H]3CC[C@@H](C2)[C@@]32NS(N(C2)CC(F)(F)F)(=O)=O)C1)C ([6S,9R,11R]2′,3′,4′,5,5′,6,7,8,9,10-Decahydro-2-(4,4,5,5-tetramethyl-[1,3,2]-dioxaborolan-2-yl)-5′-(2,2,2-trifluoroethyl)spiro[6,9-methanobenzocyclooctene-11,3′-[1,2,5]thiadiazole]1′,1′-dioxide), C(C)(C)(C)OC(=O)N1CCC(=CC1)B1OC(C(O1)(C)C)(C)C (1-tert-Butoxycarbonyl-4-(4,4,5,5-tetramethyl-[1,3,2]-dioxaborolanyl)-1,2,3,6-tetrahydropyridine). Solvent: CS(=O)C (DMSO). The product is C(C)(C)(C)OC(=O)N1CCC(=CC1)C1=CN=C(S1)C=1C=CC2=C(C[C@H]3CC[C@@H](C2)[C@@]32NS(N(C2)CC(F)(F)F)(=O)=O)C1 ((−)-[6S,9R,11R]2′,3′,4′,5,5′,6,7,8,9,10-Decahydro-2-(5-(1-tert-butoxycarbonyl-1,2,3,6-tetrahydropyridin-4-yl)-thiazol-2-yl)-5′-(2,2,2-trifluoroethyl)-spiro[6,9-methanobenzocyclooctene-11,3′-[1,2,5]thiadiazole]1′,1′-dioxide). Reaction SMILES: Br[C:2]1[S:6][C:5]([C:7]2[CH:8]=[CH:9][C:10]3[CH2:17][C@H:16]4[C@:18]5([CH2:22][N:21]([CH2:23][C:24]([F:27])([F:26])[F:25])[S:20](=[O:29])(=[O:28])[NH:19]5)[C@H:13]([CH2:14][CH2:15]4)[CH2:12][C:11]=3[CH:30]=2)=[N:4][CH:3]=1.CC1(C)C(C)(C)OB(C2C=CC3C[C@H]4[C@]5(CN(CC(F)(F)F)S(=O)(=O)N5)[C@H](CC4)CC=3C=2)O1.[C:64]([O:68][C:69]([N:71]1[CH2:76][CH:75]=[C:74](B2OC(C)(C)C(C)(C)O2)[CH2:73][CH2:72]1)=[O:70])([CH3:67])([CH3:66])[CH3:65]>CS(C)=O>[C:64]([O:68][C:69]([N:71]1[CH2:72][CH:73]=[C:74]([C:2]2[S:6][C:5]([C:7]3[CH:8]=[CH:9][C:10]4[CH2:17][C@H:16]5[C@:18]6([CH2:22][N:21]([CH2:23][C:24]([F:27])([F:26])[F:25])[S:20](=[O:29])(=[O:28])[NH:19]6)[C@H:13]([CH2:14][CH2:15]5)[CH2:12][C:11]=4[CH:30]=3)=[N:4][CH:3]=2)[CH2:75][CH2:76]1)=[O:70])([CH3:67])([CH3:65])[CH3:66]. Reported procedure: Prepared using [6S,9R,11R]2′,3′,4′,5,5′,6,7,8,9,10-Decahydro-2-(5-bromothiazol-2-yl)-5′-(2,2,2-trifluoroethyl)-spiro[6,9-methanobenzocyclooctene-11,3′-[1,2,5]thiadiazole]1′,1′-dioxide (prepared using the homochiral boronate from Example 24 Step 1 by the method described for Example 36 Steps 1–2) and the boronate from Example 39 Step 2 using the method described for Example 36 Step 3. MS (ES+) 625 ([MH]+); [α]D=−11 (c=0.62, DMSO, 23° C.).